From a dataset of the Open Reaction Database (ORD), a public repository of structured organic reaction records. describe an organic reaction: reactants, conditions, products, and yield Starting materials: CC1=NCCC2=C1C=CO2 (4-Methyl-6,7-dihydro-furo[3,2-c]pyridine), C(C)(=O)O[BH-](OC(C)=O)OC(C)=O.[Na+] (sodium triacetoxyborohydride). Yields the product CC1NCCC2=C1C=CO2 (4-Methyl-4,5,6,7-tetrahydro-furo[3,2-c]pyridine). Reaction SMILES: [CH3:1][C:2]1[C:7]2[CH:8]=[CH:9][O:10][C:6]=2[CH2:5][CH2:4][N:3]=1.C(O[BH-](OC(=O)C)OC(=O)C)(=O)C.[Na+]>>[CH3:1][CH:2]1[C:7]2[CH:8]=[CH:9][O:10][C:6]=2[CH2:5][CH2:4][NH:3]1 |f:1.2|. Reported procedure: In close analogy to the procedure described above, 4-Methyl-6,7-dihydro-furo[3,2-c]pyridine is reacted with sodium triacetoxyborohydride to provide the title compound.